This data is from the Open Reaction Database (ORD), a public repository of structured organic reaction records. The task is: describe an organic reaction: reactants, conditions, products, and yield The reactants are C1CCOC1, Cc1noc(NS(=O)(=O)c2ccc(Br)s2)c1C, COC(C)OCCl, [H-], [Na+]. Yields the product COC(C)OCN(c1onc(C)c1C)S(=O)(=O)c1ccc(Br)s1. Reaction SMILES: [CH2:27]1[O:28][CH2:29][CH2:30][CH2:31]1.[CH3:1][c:2]1[n:3][o:4][c:5]([NH:8][S:9](=[O:10])(=[O:11])[c:12]2[s:13][c:14]([Br:17])[cH:15][cH:16]2)[c:6]1[CH3:7].[CH3:20][O:21][CH:22]([CH3:23])[O:24][CH2:25][Cl:26].[H-:18].[Na+:19]>>[CH3:1][c:2]1[n:3][o:4][c:5]([N:8]([S:9](=[O:10])(=[O:11])[c:12]2[s:13][c:14]([Br:17])[cH:15][cH:16]2)[CH2:25][O:24][CH:22]([O:21][CH3:20])[CH3:23])[c:6]1[CH3:7]. The reactants are [N+](=O)([O-])C1=CC=C(C=C1)CCN (2-(4-nitro-phenyl)-ethylamine), Cl (hydrogen chloride), COC1=NC(=CC(=N1)NCCC=1SC=CC1)C1=CC(=CC=C1)OC ([2-methoxy-6-(3-methoxy-phenyl)-pyrimidin-4-yl]-(2-thiophen-2-yl-ethyl)-amine). Run in CCOCC (ether), CCO (EtOH), CCOCC (ether). Product: Cl.COC1=NC(=CC(=N1)NCCC=1SC=CC1)C1=CC(=CC=C1)OC ([2-methoxy-6-(3-methoxy-phenyl)-pyrimidin-4-yl]-(2-thiophen-2-yl-ethyl)-amine hydrochloride). The yield is 45.0%. Reaction SMILES: [N+](C1C=CC(CCN)=CC=1)([O-])=O.[CH3:13][O:14][C:15]1[N:20]=[C:19]([NH:21][CH2:22][CH2:23][C:24]2[S:25][CH:26]=[CH:27][CH:28]=2)[CH:18]=[C:17]([C:29]2[CH:34]=[CH:33][CH:32]=[C:31]([O:35][CH3:36])[CH:30]=2)[N:16]=1.[ClH:37]>CCO.CCOCC>[ClH:37].[CH3:13][O:14][C:15]1[N:20]=[C:19]([NH:21][CH2:22][CH2:23][C:24]2[S:25][CH:26]=[CH:27][CH:28]=2)[CH:18]=[C:17]([C:29]2[CH:34]=[CH:33][CH:32]=[C:31]([O:35][CH3:36])[CH:30]=2)[N:16]=1 |f:5.6|. Reported procedure: By proceeding in a similar manner to Example 43(b) but substituting 2-thiophen-2-yl-ethylamine for 2-(4-nitro-phenyl)-ethylamine, and substituting acetonitrile for EtOH as solvent in Step 3 there is prepared [2-methoxy-6-(3-methoxy-phenyl)-pyrimidin-4-yl]-(2-thiophen-2-yl-ethyl)-amine which is dissolved in ether and treated with 1 M hydrogen chloride in ether affording [2-methoxy-6-(3-methoxy-phenyl)-pyrimidin-4-yl]-(2-thiophen-2-yl-ethyl)-amine hydrochloride [33.7 mg, 45%, Example 43(e)] as a s... Starting materials: CC(C1CCCCC1)N1CCC(CCCOS(C)(=O)=O)(c2ccc(F)cc2)OC1=O, [N-]=[N+]=[N-], [Na+], CN(C)C=O. Yields the product CC(C1CCCCC1)N1CCC(CCCN=[N+]=[N-])(c2ccc(F)cc2)OC1=O. As a reaction SMILES: [CH3:1][S:2]([O:3][CH2:6][CH2:7][CH2:8][C:9]1([c:24]2[cH:25][cH:26][c:27]([F:30])[cH:28][cH:29]2)[CH2:10][CH2:11][N:12]([CH:16]([CH3:17])[CH:18]2[CH2:19][CH2:20][CH2:21][CH2:22][CH2:23]2)[C:13](=[O:15])[O:14]1)(=[O:4])=[O:5].[N-:31]=[N+:32]=[N-:33].[Na+:34].[O:35]=[CH:36][N:37]([CH3:38])[CH3:39]>>[CH2:6]([CH2:7][CH2:8][C:9]1([c:24]2[cH:25][cH:26][c:27]([F:30])[cH:28][cH:29]2)[CH2:10][CH2:11][N:12]([CH:16]([CH3:17])[CH:18]2[CH2:19][CH2:20][CH2:21][CH2:22][CH2:23]2)[C:13](=[O:15])[O:14]1)[N:31]=[N+:32]=[N-:33]. The reactants are ClC(C#N)=C (2-chloroacrylonitrile), FC(S(=O)(=O)O)(F)F (trifluoromethanesulfonic acid), NC1=CN=CO1 (5-amino oxazole), ClC1=CC=C(C(C#N)NC(C(F)(F)F)=O)C=C1 (N-(p-chloro-α-cyanobenzyl)-2,2,2-tri-fluoroacetamide). Run in CN(C=O)C (dimethylformamide), O (water), C(C)(=O)OCC (ethyl acetate), C1(=CC=CC=C1)C (toluene). Run at time 3 hour. The product is ClC1=CC=C(C=C1)C=1NC(=CC1C#N)C(F)(F)F (2-(p-Chlorophenyl)-5-(trifluoromethyl)-pyrrole-3-carbonitrile). The yield is 57.0%. Reaction SMILES: [Cl:1][C:2]1[CH:17]=[CH:16][C:5]([CH:6]([NH:9][C:10](=O)[C:11]([F:14])([F:13])[F:12])[C:7]#N)=[CH:4][CH:3]=1.FC(F)(F)S(O)(=O)=O.[NH2:26][C:27]1OC=NC=1.Cl[C:33](=C)C#N>O.C(OCC)(=O)C.CN(C)C=O.C1(C)C=CC=CC=1>[Cl:1][C:2]1[CH:3]=[CH:4][C:5]([C:6]2[NH:9][C:10]([C:11]([F:12])([F:13])[F:14])=[CH:33][C:7]=2[C:27]#[N:26])=[CH:16][CH:17]=1. Procedure details: A mixture of N-(p-chloro-α-cyanobenzyl)-2,2,2-tri-fluoroacetamide (10.5 g, 0.04 mol) and toluene is cooled to 5°-10° C. under a nitrogen atmosphere, treated with trifluoromethanesulfonic acid (12.0 g, 0.08 mol) over a 20 minute period, allowed to warm to room temperature and held at 25° C. for 3 hours. The formation of the intermediate 5-amino oxazole salt is monitored by 19F NMR (DMSO-d6). When the intermediate salt formation is complete, the mixture is cooled below 20° C., treated with dimethy... The reactants are C(C)(C)(C)OC(=O)NC1=NC(=NS1)CC(=O)OCC (Ethyl α-(5-t-butoxycarbonylamino-1,2,4-thiadiazol-3-yl)acetate), C(CCCC)=O (n-pentanal). Run in C(C)(=O)OCC (ethyl acetate). Product: C(C)(C)(C)OC(=O)NC1=NC(=NS1)C(C(CCCC)O)C(=O)OCC (Ethyl α-(5-t-butoxycarbonylamino-1,2,4-thiadiazol-3-yl)-β-hydroxyhexane-1-carboxylate). Reaction SMILES: [C:1]([O:5][C:6]([NH:8][C:9]1[S:13][N:12]=[C:11]([CH2:14][C:15]([O:17][CH2:18][CH3:19])=[O:16])[N:10]=1)=[O:7])([CH3:4])([CH3:3])[CH3:2].[CH:20](=[O:25])[CH2:21][CH2:22][CH2:23][CH3:24]>C(OCC)(=O)C>[C:1]([O:5][C:6]([NH:8][C:9]1[S:13][N:12]=[C:11]([CH:14]([C:15]([O:17][CH2:18][CH3:19])=[O:16])[CH:20]([OH:25])[CH2:21][CH2:22][CH2:23][CH3:24])[N:10]=1)=[O:7])([CH3:4])([CH3:3])[CH3:2]. Procedure details: 1.0 g (3.5 mMol) of product from Example 28 were reacted with 1.1 g (~10 mMol) of n-pentanal for 9 days in the manner described in Example 29 and, after aqueous work-up, the product was isolated from the ethyl acetate extract. A 1:1 mixture of the erythro and threo forms resulted. Reactants: C(C)OC(=O)C=1N=C(N(C1C(O)C1=CC=C(C=C1)Cl)C(C)C)Br (2-bromo-5-[(4-chlorophenyl)-hydroxy-methyl]-1-isopropyl-1H-imidazole-4-carboxylic acid ethyl ester), NC1=C(C#N)C=CC(=C1)Cl (2-amino-4-chlorobenzonitrile). Run at time 20 hour. Product: C(C)OC(=O)C=1N=C(N(C1C(C1=CC=C(C=C1)Cl)NC1=C(C=CC(=C1)Cl)C#N)C(C)C)Br (2-Bromo-5-[(5-chloro-2-cyano-phenylamino)-(4-chloro-phenyl)-methyl]-1-isopropyl-1H-imidazole-4-carboxylic acid ethyl ester). RXN SMILES: [CH2:1]([O:3][C:4]([C:6]1[N:7]=[C:8]([Br:23])[N:9]([CH:20]([CH3:22])[CH3:21])[C:10]=1[CH:11]([C:13]1[CH:18]=[CH:17][C:16]([Cl:19])=[CH:15][CH:14]=1)O)=[O:5])[CH3:2].[NH2:24][C:25]1[CH:32]=[C:31]([Cl:33])[CH:30]=[CH:29][C:26]=1[C:27]#[N:28]>>[CH2:1]([O:3][C:4]([C:6]1[N:7]=[C:8]([Br:23])[N:9]([CH:20]([CH3:22])[CH3:21])[C:10]=1[CH:11]([NH:24][C:25]1[CH:32]=[C:31]([Cl:33])[CH:30]=[CH:29][C:26]=1[C:27]#[N:28])[C:13]1[CH:18]=[CH:17][C:16]([Cl:19])=[CH:15][CH:14]=1)=[O:5])[CH3:2]. Reported procedure: The title compound was prepared in analogy to the procedure described for step E2 but using intermediate B and 2-amino-4-chlorobenzonitrile. The reaction mixture was stirred at rt for 20 h. The mixture was extracted with HCl 1M and with a saturated aqueous NaHCO3 solution. The organic layers were dried (Na2SO4), filtered and concentrated. The product was triturated in Et2O, the suspension was filtered and the solid was dried in HV. tR: 1.36 min (LC-MS 2); ESI-MS: 535.2/537.2/539.1 [M+H]+ (LC-MS ... The reactants are C1(=CC=C(C=C1)OC1CCNCC1)C (4-(p-tolyloxy)piperidine), BrC1=NC=C(C(=O)O)C=C1 (6-bromonicotinic acid). Yields the product BrC1=CC=C(C=N1)C(=O)N1CCC(CC1)OC1=CC=C(C=C1)C ((6-bromopyridin-3-yl)[4-(p-tolyloxy)piperidin-1-yl]methanone). The yield is 99.9%. RXN SMILES: [C:1]1([CH3:14])[CH:6]=[CH:5][C:4]([O:7][CH:8]2[CH2:13][CH2:12][NH:11][CH2:10][CH2:9]2)=[CH:3][CH:2]=1.[Br:15][C:16]1[CH:24]=[CH:23][C:19]([C:20](O)=[O:21])=[CH:18][N:17]=1>>[Br:15][C:16]1[N:17]=[CH:18][C:19]([C:20]([N:11]2[CH2:12][CH2:13][CH:8]([O:7][C:4]3[CH:3]=[CH:2][C:1]([CH3:14])=[CH:6][CH:5]=3)[CH2:9][CH2:10]2)=[O:21])=[CH:23][CH:24]=1. Reported procedure: Using 4-(p-tolyloxy)piperidine (765 mg) and 6-bromonicotinic acid (808 mg) and by the reaction and treatment in the same manner as in Preparation Example 118, the title compound (1.5 g) was obtained.